From a dataset of the Open Reaction Database (ORD), a public repository of structured organic reaction records. describe an organic reaction: reactants, conditions, products, and yield Starting materials: CC(=O)N1C(=O)C(Cc2ccccc2)NC(=O)C1CC#N, CN(C)C=O, NN, O. Yields the product N#CCC1NC(=O)C(Cc2ccccc2)NC1=O. Reaction SMILES: [C:1](=[O:2])([CH3:3])[N:4]1[C:5](=[O:21])[CH:6]([CH2:14][c:15]2[cH:16][cH:17][cH:18][cH:19][cH:20]2)[NH:7][C:8](=[O:13])[CH:9]1[CH2:10][C:11]#[N:12].[CH3:25][N:26]([CH3:27])[CH:28]=[O:29].[NH2:23][NH2:24].[OH2:22]>>[NH:4]1[C:5](=[O:21])[CH:6]([CH2:14][c:15]2[cH:16][cH:17][cH:18][cH:19][cH:20]2)[NH:7][C:8](=[O:13])[CH:9]1[CH2:10][C:11]#[N:12]. Reactants: hydrochloride salt, C(C1=CC=CC=C1)OC1=CC=C(C=C1)N=C=O (p-benzyloxyphenylisocyanate), N=C1N(CCCC1)C (2-imino-1-methylpiperidine). The solvent is C1=CC=CC=C1 (benzene), C1=CC=CC=C1 (benzene). Run at time 6 hour. Yields the product C(C1=CC=CC=C1)OC1=CC=C(C=C1)NC(=O)N=C1N(CCCC1)C (1-(4-benzyloxyphenyl)-3 -(1-methyl-2-piperidylidene)urea). Reaction SMILES: [NH:1]=[C:2]1[CH2:7][CH2:6][CH2:5][CH2:4][N:3]1[CH3:8].[CH2:9]([O:16][C:17]1[CH:22]=[CH:21][C:20]([N:23]=[C:24]=[O:25])=[CH:19][CH:18]=1)[C:10]1[CH:15]=[CH:14][CH:13]=[CH:12][CH:11]=1>C1C=CC=CC=1>[CH2:9]([O:16][C:17]1[CH:22]=[CH:21][C:20]([NH:23][C:24]([N:1]=[C:2]2[CH2:7][CH2:6][CH2:5][CH2:4][N:3]2[CH3:8])=[O:25])=[CH:19][CH:18]=1)[C:10]1[CH:11]=[CH:12][CH:13]=[CH:14][CH:15]=1. Procedure details: The hydrochloride salt of 2-imino-1-methylpiperidine (7.43 g.; 0.05 mole) is converted to the free base in benzene in the usual manner. After drying over K 2 CO 3 and filtering, a benzene solution of 0.05 mole of p-benzyloxyphenylisocyanate is added dropwise with stirring. After addition is complete, further stirring is continued for about 6 hours at room temperature. The benzene is evaporated in vacuo and the solid residue is recrystallized from methanol to give the product 1-(4-benzyloxyphenyl... Starting materials: ClCC1=C(N=CN1C(C1=CC=CC=C1)(C1=CC=CC=C1)C1=CC=CC=C1)C (5-(chloromethyl)-4-methyl-1-trityl-1H-imidazole), N (ammonia). Product: CC=1N=CN(C1CN)C(C1=CC=CC=C1)(C1=CC=CC=C1)C1=CC=CC=C1 ((4-methyl-1-trityl-1H-imidazol-5-yl)methanamine). Isolated yield 26.4%. Reaction SMILES: Cl[CH2:2][C:3]1[N:7]([C:8]([C:21]2[CH:26]=[CH:25][CH:24]=[CH:23][CH:22]=2)([C:15]2[CH:20]=[CH:19][CH:18]=[CH:17][CH:16]=2)[C:9]2[CH:14]=[CH:13][CH:12]=[CH:11][CH:10]=2)[CH:6]=[N:5][C:4]=1[CH3:27].[NH3:28]>>[CH3:27][C:4]1[N:5]=[CH:6][N:7]([C:8]([C:21]2[CH:26]=[CH:25][CH:24]=[CH:23][CH:22]=2)([C:9]2[CH:10]=[CH:11][CH:12]=[CH:13][CH:14]=2)[C:15]2[CH:16]=[CH:17][CH:18]=[CH:19][CH:20]=2)[C:3]=1[CH2:2][NH2:28]. Reported procedure: A solution of 5-(chloromethyl)-4-methyl-1-trityl-1H-imidazole (1.00 g, 2.68 mmol) in ammonia (7 N in CH3OH, 4 mL, 28 mmol) was heated to 50° C. in a sealed tube for 16 h. The reaction mixture was concentrated under reduced pressure and the crude material purified by column chromatography (silica gel, 100% CH2Cl2 to 50% CH3OH) to provide (4-methyl-1-trityl-1H-imidazol-5-yl)methanamine (250 mg, 26%). 1H NMR consistent. Reactants: CC1=CC=C(C(CBr)=O)C=C1 (4-methylphenacyl bromide), ClC1=CC=C(C=C1)S (4-chlorothiophenol), C([O-])([O-])=O.[K+].[K+] (potassium carbonate). The solvent is CN(C)C=O (DMF). Reaction conditions: temperature 80 celsius, time 3 hour. Yields the product ClC1=CC=C(C=C1)SCC(=O)C1=CC=C(C=C1)C (2-(4-Chlorophenylthio)-1-(4-methylphenyl)ethanone). The yield is 82.3%. As a reaction SMILES: [CH3:1][C:2]1[CH:11]=[CH:10][C:5]([C:6](=[O:9])[CH2:7]Br)=[CH:4][CH:3]=1.[Cl:12][C:13]1[CH:18]=[CH:17][C:16]([SH:19])=[CH:15][CH:14]=1.C(=O)([O-])[O-].[K+].[K+]>CN(C=O)C>[Cl:12][C:13]1[CH:18]=[CH:17][C:16]([S:19][CH2:7][C:6]([C:5]2[CH:10]=[CH:11][C:2]([CH3:1])=[CH:3][CH:4]=2)=[O:9])=[CH:15][CH:14]=1 |f:2.3.4|. Procedure details: A mixture of 10.0 g (47 mmol) 4-methylphenacyl bromide, 6.8 g (47 mmol) 4-chlorothiophenol, and 6.5 g (47 mmol) anhydrous potassium carbonate in 100 ml dry DMF was stirred for 3 h at 80° C. It was filtered and the filtrate was concentrated under reduced pressure. The concentrate was stirred in water, and the resulting solid was filtered off, washed with water, and recrystallized from ethanol to give 10.7 g (82%) of the crude title compound. Starting materials: ice, OC1=C(C=C(C=C1)C(F)(F)F)N1C(NC2=C1C=CC(=C2)C(F)(F)F)=O (1-(2-Hydroxy-5-trifluoromethylphenyl)-5-trifluoromethyl-1,3-dihydro-2H-benzimidazol-2-one), ice, [N+](=O)([O-])[O-].[K+] (potassium nitrate). Run in S(O)(O)(=O)=O (sulphuric acid), S(O)(O)(=O)=O (sulphuric acid). The product is OC1=C(C=C(C=C1[N+](=O)[O-])C(F)(F)F)N1C(NC2=C1C=CC(=C2)C(F)(F)F)=O (1-(2-Hydroxy-3-nitro-5-trifluoromethylphenyl)-5-trifluoromethyl-1,3-dihydro-2H-benzimidazol-2-one). RXN SMILES: [OH:1][C:2]1[CH:7]=[CH:6][C:5]([C:8]([F:11])([F:10])[F:9])=[CH:4][C:3]=1[N:12]1[C:16]2[CH:17]=[CH:18][C:19]([C:21]([F:24])([F:23])[F:22])=[CH:20][C:15]=2[NH:14][C:13]1=[O:25].[N+:26]([O-])([O-:28])=[O:27].[K+]>S(=O)(=O)(O)O>[OH:1][C:2]1[C:7]([N+:26]([O-:28])=[O:27])=[CH:6][C:5]([C:8]([F:9])([F:10])[F:11])=[CH:4][C:3]=1[N:12]1[C:16]2[CH:17]=[CH:18][C:19]([C:21]([F:24])([F:23])[F:22])=[CH:20][C:15]=2[NH:14][C:13]1=[O:25] |f:1.2|. Procedure details: To an ice cooled solution of 1-(2-Hydroxy-5-trifluoromethylphenyl)-5-trifluoromethyl-1,3-dihydro-2H-benzimidazol-2-one (1.38 mmol, 0.50 g) in concentrated sulphuric acid (6 ml) is added an ice cooled solution of potassium nitrate (1.38 mmol, 0.14 g) in concentrated sulphuric acid (8 ml). The reaction mixture is allowed to reach room temperature and is poured into ice. The crude product is collected by filtration and subjected to column chromatography using methylenechloride+methanol (9+1 ) as el...